Dataset: the Open Reaction Database (ORD), a public repository of structured organic reaction records. Task: describe an organic reaction: reactants, conditions, products, and yield The reactants are CCOC(=O)Cn1ccc2ccc(O)cc21, CCCCP(CCCC)CCCC, Cn1nc(CO)cc1-c1ccc(OC(F)(F)F)cc1. The product is CCOC(=O)Cn1ccc2ccc(OCc3cc(-c4ccc(OC(F)(F)F)cc4)n(C)n3)cc21. Reaction SMILES: [CH2:1]([CH3:2])[O:3][C:4]([CH2:5][n:6]1[cH:7][cH:8][c:9]2[cH:10][cH:11][c:12]([OH:15])[cH:13][c:14]12)=[O:16].[CH2:36]([P:37]([CH2:38][CH2:39][CH2:40][CH3:41])[CH2:42][CH2:43][CH2:44][CH3:45])[CH2:46][CH2:47][CH3:48].[CH3:17][n:18]1[n:19][c:20]([CH2:34][OH:35])[cH:21][c:22]1-[c:23]1[cH:24][cH:25][c:26]([O:29][C:30]([F:31])([F:32])[F:33])[cH:27][cH:28]1>>[CH2:1]([CH3:2])[O:3][C:4]([CH2:5][n:6]1[cH:7][cH:8][c:9]2[cH:10][cH:11][c:12]([O:15][CH2:34][c:20]3[n:19][n:18]([CH3:17])[c:22](-[c:23]4[cH:24][cH:25][c:26]([O:29][C:30]([F:31])([F:32])[F:33])[cH:27][cH:28]4)[cH:21]3)[cH:13][c:14]12)=[O:16]. The reactants are Cc1ccc(Br)cc1C, CS(C)=O, [Cu]I, [K+], [K+], [K+], Nc1ncccc1-c1ccc(O)cc1, O=C(O)c1ccccn1, O=P([O-])([O-])[O-]. The product is Cc1ccc(Oc2ccc(-c3cccnc3N)cc2)cc1C. RXN SMILES: [Br:32][c:33]1[cH:34][c:35]([CH3:40])[c:36]([CH3:39])[cH:37][cH:38]1.[CH3:43][S:44]([CH3:45])=[O:46].[Cu:41][I:42].[K+:29].[K+:30].[K+:31].[NH2:10][c:11]1[n:12][cH:13][cH:14][cH:15][c:16]1-[c:17]1[cH:18][cH:19][c:20]([OH:23])[cH:21][cH:22]1.[OH:1][C:2]([c:3]1[n:4][cH:5][cH:6][cH:7][cH:8]1)=[O:9].[P:24]([O-:25])([O-:26])([O-:27])=[O:28]>>[NH2:10][c:11]1[n:12][cH:13][cH:14][cH:15][c:16]1-[c:17]1[cH:18][cH:19][c:20]([O:23][c:33]2[cH:34][c:35]([CH3:40])[c:36]([CH3:39])[cH:37][cH:38]2)[cH:21][cH:22]1. The reactants are [Cl-].C[SiH](C)C (trimethylsilane chloride), ClC1=NC=NC(=C1)Cl (4,6-dichloropyrimidine), dichlorobistriphenylphosphine palladium, O (water), ClC=1C(=C(CBr)C=CC1)F (3-chloro-2-fluorobenzyl bromide), solution K, solution K. Reagents/catalysts: [Zn] (zinc), BrC(C)Br (dibromoethane). Solvent: O1CCCC1 (tetrahydrofuran), O1CCCC1 (tetrahydrofuran), O1CCCC1 (tetrahydrofuran). Run at time 20 minute. Product: ClC1=NC=NC(=C1)CC1=C(C(=CC=C1)Cl)F (4-chloro-6-(3-chloro-2-fluorobenzyl)pyrimidine). Yield: 35.2%. RXN SMILES: [Cl-].C[SiH](C)C.[Cl:6][C:7]1[C:8]([F:15])=[C:9]([CH:12]=[CH:13][CH:14]=1)[CH2:10]Br.[Cl:16][C:17]1[CH:22]=[C:21](Cl)[N:20]=[CH:19][N:18]=1.O>O1CCCC1.BrC(Br)C.[Zn]>[Cl:16][C:17]1[CH:22]=[C:21]([CH2:10][C:9]2[CH:12]=[CH:13][CH:14]=[C:7]([Cl:6])[C:8]=2[F:15])[N:20]=[CH:19][N:18]=1 |f:0.1|. Reported procedure: In 10 ml of tetrahydrofuran was suspended 1.3 g of zinc (powder), to which dibromoethane (2 drops) was added. The mixture was heated under reflux for 5 minutes, to which trimethylsilane chloride was added. The mixture was further heated under reflux for 5 minutes, to which a solution of 2.2 g of 3-chloro-2-fluorobenzyl bromide dissolved in 20 ml of tetrahydrofuran was slowly added with heating under reflux, followed by stirring for 20 minutes. (The solution thus obtained is referred to as soluti... The reactants are CCc1noc(C)c1-c1cc2ccccc2[nH]1, CC(=O)O, CC#N, O=C(OC(=O)C(F)(F)F)C(F)(F)F, O=P(O)(O)O. The product is CCc1noc(C)c1-c1[nH]c2ccccc2c1C(C)=O. As a reaction SMILES: [CH2:23]([CH3:24])[c:25]1[n:26][o:27][c:28]([CH3:39])[c:29]1-[c:30]1[nH:31][c:32]2[cH:33][cH:34][cH:35][cH:36][c:37]2[cH:38]1.[CH3:1][C:2]([OH:3])=[O:4].[CH3:40][C:41]#[N:42].[F:10][C:11]([F:12])([F:13])[C:14]([O:15][C:16](=[O:17])[C:18]([F:19])([F:20])[F:21])=[O:22].[P:5](=[O:6])([OH:7])([OH:8])[OH:9]>>[CH3:1][C:2](=[O:3])[c:38]1[c:30](-[c:29]2[c:25]([CH2:23][CH3:24])[n:26][o:27][c:28]2[CH3:39])[nH:31][c:32]2[cH:33][cH:34][cH:35][cH:36][c:37]21. The reactants are S(=S)(=O)([O-])[O-].[Na+].[Na+] (sodium thiosulfate), ClC=1C=C(C=C(C1)Cl)C1(CC(=NO1)C1=CC(=C(C(=O)NC(OC)=O)C=C1)C)C(F)(F)F (methyl N-[4-[5-(3,5-dichlorophenyl)-5-trifluoromethyl-4,5-dihydroisoxazole-3-yl]-2-methylbenzoyl]carbamate), IN1C(CCC1=O)=O (N-iodosuccinimide). Reagents/catalysts: C(C)(=O)[O-].[Pd+2].C(C)(=O)[O-] (palladium (II) acetate). Run in O (water), CN(C=O)C (N,N-dimethylformamide). Run at temperature 100 celsius, time 4 hour. Product: ClC=1C=C(C=C(C1)Cl)C1(CC(=NO1)C1=CC(=C(C(=O)NC(OC)=O)C(=C1)I)C)C(F)(F)F (Methyl N-[4-[5-(3,5-dichlorophenyl)-5-trifluoromethyl-4,5-dihydroisoxazole-3-yl]-6-iodo-2-methylbenzoyl]carbamate). The yield is 36.2%. As a reaction SMILES: [Cl:1][C:2]1[CH:3]=[C:4]([C:9]2([C:28]([F:31])([F:30])[F:29])[O:13][N:12]=[C:11]([C:14]3[CH:26]=[CH:25][C:17]([C:18]([NH:20][C:21](=[O:24])[O:22][CH3:23])=[O:19])=[C:16]([CH3:27])[CH:15]=3)[CH2:10]2)[CH:5]=[C:6]([Cl:8])[CH:7]=1.[I:32]N1C(=O)CCC1=O.S([O-])([O-])(=O)=S.[Na+].[Na+]>CN(C)C=O.O.C([O-])(=O)C.[Pd+2].C([O-])(=O)C>[Cl:1][C:2]1[CH:3]=[C:4]([C:9]2([C:28]([F:29])([F:31])[F:30])[O:13][N:12]=[C:11]([C:14]3[CH:26]=[C:25]([I:32])[C:17]([C:18]([NH:20][C:21](=[O:24])[O:22][CH3:23])=[O:19])=[C:16]([CH3:27])[CH:15]=3)[CH2:10]2)[CH:5]=[C:6]([Cl:8])[CH:7]=1 |f:2.3.4,7.8.9|. Procedure details: In a solution of 0.24 g of methyl N-[4-[5-(3,5-dichlorophenyl)-5-trifluoromethyl-4,5-dihydroisoxazole-3-yl]-2-methylbenzoyl]carbamate synthesized in Synthetic Example 19 and 0.12 g of N-iodosuccinimide in 3 mL of N,N-dimethylformamide, 0.0112 g of palladium (II) acetate was added, and stirred under nitrogen atmosphere at 100° C. for 4 hours. After the completion of the reaction, the reaction mixture was poured in a solution of 0.03 g of sodium thiosulfate in 30 mL of water, and extracted with et... Reactants: C(C)(=O)N[C@@H](C(=O)OCC)CC1=CC(=CC=C1)C#N (ethyl (2R)-2-acetylamino-3-(3-cyanophenyl)propanoate), [BH4-].[Na+] (sodium borohydride). Solvent: C(C)O (ethanol), O (water), C(C)(=O)OCC (ethyl acetate). Conditions: temperature 20 celsius, time 16 hour. Product: OC[C@@H](CC1=CC(=CC=C1)C#N)NC(C)=O (N-[(1R)-2-hydroxy-1-(3-cyanobenzyl)ethyl]acetamide). Yield: 77.0%. As a reaction SMILES: [C:1]([NH:4][C@H:5]([CH2:11][C:12]1[CH:17]=[CH:16][CH:15]=[C:14]([C:18]#[N:19])[CH:13]=1)[C:6](OCC)=[O:7])(=[O:3])[CH3:2].[BH4-].[Na+]>C(O)C.O.C(OCC)(=O)C>[OH:7][CH2:6][C@H:5]([NH:4][C:1](=[O:3])[CH3:2])[CH2:11][C:12]1[CH:17]=[CH:16][CH:15]=[C:14]([C:18]#[N:19])[CH:13]=1 |f:1.2|. Procedure: The process is performed as in Example 2, starting with 3.3 g of ethyl (2R)-2-acetylamino-3-(3-cyanophenyl)propanoate and 1.23 g of sodium borohydride in 50 cm3 of ethanol and working at a temperature in the region of −30° C. After stirring for 16 hours at a temperature in the region of 20° C., the reaction medium is evaporated under reduced pressure (5 kPa) at a temperature in the region of 45° C. and the residue obtained is then stirred in a mixture of 100 cm3 of water and 100 cm3 of ethyl ace... Reactants: ClCCl, CI, CN(C)C=O, [K+], [K+], O=C([O-])[O-], O, Oc1ccc(C=Cc2ccccc2)cc1. Product: COc1ccc(C=Cc2ccccc2)cc1. Reaction SMILES: [CH2:30]([Cl:31])[Cl:32].[CH3:22][I:23].[CH3:25][N:26]([CH3:27])[CH:28]=[O:29].[K+:16].[K+:17].[O-:18][C:19]([O-:20])=[O:21].[OH2:24].[OH:1][c:2]1[cH:3][cH:4][c:5]([CH:8]=[CH:9][c:10]2[cH:11][cH:12][cH:13][cH:14][cH:15]2)[cH:6][cH:7]1>>[O:1]([c:2]1[cH:3][cH:4][c:5]([CH:8]=[CH:9][c:10]2[cH:11][cH:12][cH:13][cH:14][cH:15]2)[cH:6][cH:7]1)[CH3:19]. Starting materials: CC(CCC=1NC2=CC=CC=C2C1)C (2-(3-methyl-n-butyl) indole), C=CCCC=1NC2=CC=CC=C2C1 (2-(but-1-en-4-yl) indole). Product: C(CCC)C=1NC2=CC=CC=C2C1 (2-butylindole). As a reaction SMILES: [CH3:1][CH:2](C)[CH2:3][CH2:4][C:5]1[NH:6][C:7]2[C:12]([CH:13]=1)=[CH:11][CH:10]=[CH:9][CH:8]=2.C=CCCC1NC2C(C=1)=CC=CC=2>>[CH2:4]([C:5]1[NH:6][C:7]2[C:12]([CH:13]=1)=[CH:11][CH:10]=[CH:9][CH:8]=2)[CH2:3][CH2:2][CH3:1]. Reported procedure: Refer to 28b) using 2-(but-1-en-4-yl) indole as the starting material.